From a dataset of the Open Reaction Database (ORD), a public repository of structured organic reaction records. describe an organic reaction: reactants, conditions, products, and yield Solvent: CN(C)C=O (DMF). Procedure: To a suspension of 6-iodo-N,N-dimethyl-1H-indazole-3-carboxamide (100 mg, 0.32 mmol) at 0° C. in DMF (3 mL) was added sodium hydride (19 mg of a 60% dispersion in mineral oil, 0.47 mmol). The reaction mixture was allowed to warm to RT over 15 minutes before the addition of 6-chloro-4-N-methylpyrimidine-2,4-diamine (75 mg, 0.47 mmol). The reaction mixture was then heated at 180° C. for 2 hr. The reaction mixture was allowed to cool to RT. The mixture was cooled to 0° C. and quenched by addition o... Starting materials: [H-].[Na+] (sodium hydride), IC1=CC=C2C(=NNC2=C1)C(=O)N(C)C (6-iodo-N,N-dimethyl-1H-indazole-3-carboxamide), ClC1=CC(=NC(=N1)N)NC (6-chloro-4-N-methylpyrimidine-2,4-diamine). Product: NC1=NC(=CC(=N1)N1N=C(C2=CC=C(C=C12)I)C(=O)N(C)C)NC (1-[2-amino-6-(methylamino)pyrimidin-4-yl]-6-iodo-N,N-dimethyl-1H-indazole-3-carboxamide). Conditions: temperature 180 celsius. Reaction SMILES: [I:1][C:2]1[CH:10]=[C:9]2[C:5]([C:6]([C:11]([N:13]([CH3:15])[CH3:14])=[O:12])=[N:7][NH:8]2)=[CH:4][CH:3]=1.[H-].[Na+].Cl[C:19]1[N:24]=[C:23]([NH2:25])[N:22]=[C:21]([NH:26][CH3:27])[CH:20]=1>CN(C=O)C>[NH2:25][C:23]1[N:24]=[C:19]([N:8]2[C:9]3[C:5](=[CH:4][CH:3]=[C:2]([I:1])[CH:10]=3)[C:6]([C:11]([N:13]([CH3:15])[CH3:14])=[O:12])=[N:7]2)[CH:20]=[C:21]([NH:26][CH3:27])[N:22]=1 |f:1.2|. The reactants are COC1=CC=C(C(=O)C23CCCCC3C(O2)=O)C=C1 (6-(4-methoxy-benzoyl)-7-oxa-bicyclo[4.2.0]octan-8-one), N(CCO)CCO (diethanolamine), C(C)(C)N(C(C)C)CC (N,N-diisopropylethylamine), Cl (hydrochloric acid). The solvent is C(Cl)Cl (methylene chloride). The product is OCCN(C(=O)C1C(CCCC1)(C(C1=CC=C(C=C1)OC)=O)O)CCO (2-Hydroxy-2-(4-methoxy-benzoyl)cyclohexanecarboxylic acid bis(2-hydroxyethyl)amide). Reaction SMILES: [CH3:1][O:2][C:3]1[CH:19]=[CH:18][C:6]([C:7]([C:9]23[O:16][C:15](=[O:17])[CH:14]2[CH2:13][CH2:12][CH2:11][CH2:10]3)=[O:8])=[CH:5][CH:4]=1.[NH:20]([CH2:24][CH2:25][OH:26])[CH2:21][CH2:22][OH:23].C(N(CC)C(C)C)(C)C.Cl>C(Cl)Cl>[OH:23][CH2:22][CH2:21][N:20]([CH2:24][CH2:25][OH:26])[C:15]([CH:14]1[CH2:13][CH2:12][CH2:11][CH2:10][C:9]1([OH:16])[C:7](=[O:8])[C:6]1[CH:18]=[CH:19][C:3]([O:2][CH3:1])=[CH:4][CH:5]=1)=[O:17]. Procedure details: A solution of 26.03 g (0.100 mol) of 6-(4-methoxy-benzoyl)-7-oxa-bicyclo[4.2.0]octan-8-one in 200 ml of methylene chloride is added to 10.5 g (0.100 mol) of diethanolamine and 32 ml of N,N-diisopropylethylamine. The reaction mixture is heated at reflux for several hours and monitored by thin layer chromatography. Upon completion of the reaction, the mixture is cooled and poured into 1N hydrochloric acid solution. The organic layer is washed with water, dried over anhydrous sodium sulfate, and co... Starting materials: OC1=NC(=NC=C1C#N)NC1=CC(=CC=C1)OC (4-hydroxy-2-(3-methoxyphenylamino)pyrimidine-5-carbonitrile), CN(C)C=O (DMF), O=P(Cl)(Cl)Cl (POCl3), C([O-])([O-])=O.[Na+].[Na+] (sodium carbonate), ice water. The product is ClC1=NC(=NC=C1C#N)NC1=CC(=CC=C1)OC (4-chloro-2-(3-methoxyphenylamino)pyrimidine-5-carbonitrile). RXN SMILES: O[C:2]1[C:7]([C:8]#[N:9])=[CH:6][N:5]=[C:4]([NH:10][C:11]2[CH:16]=[CH:15][CH:14]=[C:13]([O:17][CH3:18])[CH:12]=2)[N:3]=1.CN(C=O)C.C(=O)([O-])[O-].[Na+].[Na+].O=P(Cl)(Cl)[Cl:32]>>[Cl:32][C:2]1[C:7]([C:8]#[N:9])=[CH:6][N:5]=[C:4]([NH:10][C:11]2[CH:16]=[CH:15][CH:14]=[C:13]([O:17][CH3:18])[CH:12]=2)[N:3]=1 |f:2.3.4|. Procedure details: To a solution of 4-hydroxy-2-(3-methoxyphenylamino)pyrimidine-5-carbonitrile in POCl3 was added DMF 0.5 ml. The solution was refluxed for 3 h. The reaction mixture was cooled to room temperature and poured into ice-water. The solution was adjusted to pH=8-9 by aqueous sodium carbonate solution and extracted with dichloromethane. The combined organic layers were washed with brine, dried over anhydrous Na2SO4, concentrated in vacuo to afford 4-chloro-2-(3-methoxyphenylamino)pyrimidine-5-carbonitri... The reactants are CSc1ccc2[nH]c3cc(C(=O)O)nn3c(=O)c2c1, Cl, [O-][I+3]([O-])([O-])[O-], [Na+], [Na+], [OH-], O. Yields the product CS(=O)c1ccc2[nH]c3cc(C(=O)O)nn3c(=O)c2c1. Reaction SMILES: [CH3:1][S:2][c:3]1[cH:4][c:5]2[c:6](=[O:19])[n:7]3[c:8]([nH:9][c:10]2[cH:11][cH:12]1)[cH:13][c:14]([C:16](=[O:17])[OH:18])[n:15]3.[ClH:28].[I+3:22]([O-:23])([O-:24])([O-:25])[O-:26].[Na+:21].[Na+:27].[OH-:20].[OH2:29]>>[CH3:1][S:2]([c:3]1[cH:4][c:5]2[c:6](=[O:19])[n:7]3[c:8]([nH:9][c:10]2[cH:11][cH:12]1)[cH:13][c:14]([C:16](=[O:17])[OH:18])[n:15]3)=[O:23].